This data is from the Open Reaction Database (ORD), a public repository of structured organic reaction records. The task is: describe an organic reaction: reactants, conditions, products, and yield The reactants are CC(=O)NC(C)(C)[C@@H]1CC2(CCN(CC2)C(=O)OC(C)(C)C)c3cc(Cl)c(C)cc13, CN(C)c1ccc(cc1)B2OC(C)(C)C(C)(C)O2. The reagents and catalysts are CCN=P(N=P(N(C)C)(N(C)C)N(C)C)(N(C)C)N(C)C (P2-Et), CC(C)c1cc(C(C)C)c(-c2ccccc2[PH](C(C)(C)C)(C(C)(C)C)[Pd]2(OS(C)(=O)=O)Nc3ccccc3-c3ccccc32)c(C(C)C)c1 (tBuXphos G3). Run in CS(C)=O (DMSO), O (water), CS(C)=O (DMSO), CS(C)=O (DMSO), CS(C)=O (DMSO). Reaction conditions: time 22 hour. The product is CN(C)c1ccc(cc1)c2cc3c(cc2C)[C@@H](CC34CCN(CC4)C(=O)OC(C)(C)C)C(C)(C)NC(=O)C, CC(=O)NC(C)(C)[C@@H]1CC2(CCN(CC2)C(=O)OC(C)(C)C)c3cc(Cl)c(C)cc13, c1ccc(-c2ccccc2)cc1. The solvent is CO (methanol). Yield: 43.0%. Procedure: 1,2-bis(benzoyl)acetylene (C16H10O2, 234.27, 2 g, 8.54 mmol), tetraphenylcyclopenta-dienone (C29H20O, 384.47, 3.28 g, 8.54 mmol), and 40 g benzophenone were refluxed for 2 hr under an atmosphere of nitrogen. The reaction mixture was cooled to 30° C. and poured into a large volume (250 ml) of methanol. The tan precipitation was washed with methanol (2×10 ml) and refluxed in toluene (25 ml) charcoal (a spoon) to give a white crystal in 43% yield. Starting materials: C(C1=CC=CC=C1)(=O)C#CC(C1=CC=CC=C1)=O (1,2-bis(benzoyl)acetylene), C1(=CC=CC=C1)C1=C(C(=C(C1=O)C1=CC=CC=C1)C1=CC=CC=C1)C1=CC=CC=C1 (tetraphenylcyclopenta-dienone), C(C1=CC=CC=C1)(=O)C1=CC=CC=C1 (benzophenone). Conditions: temperature 30 celsius. Reaction SMILES: [C:1]([C:9]#[C:10][C:11](=[O:18])[C:12]1[CH:17]=[CH:16][CH:15]=[CH:14][CH:13]=1)(=[O:8])[C:2]1[CH:7]=[CH:6][CH:5]=[CH:4][CH:3]=1.[C:19]1([C:25]2C(=O)[C:28]([C:31]3[CH:36]=[CH:35][CH:34]=[CH:33][CH:32]=3)=[C:27]([C:37]3[CH:42]=[CH:41][CH:40]=[CH:39][CH:38]=3)[C:26]=2[C:43]2[CH:48]=[CH:47][CH:46]=[CH:45][CH:44]=2)[CH:24]=[CH:23][CH:22]=[CH:21][CH:20]=1.C(C1C=CC=CC=1)(=O)C1C=CC=CC=1>CO>[C:11]([C:10]1[C:28]([C:31]2[CH:36]=[CH:35][CH:34]=[CH:33][CH:32]=2)=[C:27]([C:37]2[CH:38]=[CH:39][CH:40]=[CH:41][CH:42]=2)[C:26]([C:43]2[CH:44]=[CH:45][CH:46]=[CH:47][CH:48]=2)=[C:25]([C:19]2[CH:24]=[CH:23][CH:22]=[CH:21][CH:20]=2)[C:9]=1[C:1](=[O:8])[C:2]1[CH:7]=[CH:6][CH:5]=[CH:4][CH:3]=1)(=[O:18])[C:12]1[CH:17]=[CH:16][CH:15]=[CH:14][CH:13]=1. Yields the product C(C1=CC=CC=C1)(=O)C1=C(C(=C(C(=C1C1=CC=CC=C1)C1=CC=CC=C1)C1=CC=CC=C1)C1=CC=CC=C1)C(C1=CC=CC=C1)=O (1,2-bis(benzoyl)-3,4,5,6-tetraphenylbenzene). Starting materials: CN1CCN(C2CCNCC2)CC1, CS(C)=O, COc1cc(F)c(F)cc1[N+](=O)[O-], [Na+], O=C([O-])O. The product is COc1cc(N2CCC(N3CCN(C)CC3)CC2)c(F)cc1[N+](=O)[O-]. Reaction SMILES: [CH3:14][N:15]1[CH2:16][CH2:17][N:18]([CH:21]2[CH2:22][CH2:23][NH:24][CH2:25][CH2:26]2)[CH2:19][CH2:20]1.[CH3:32][S:33]([CH3:34])=[O:35].[F:1][c:2]1[c:3]([F:13])[cH:4][c:5]([O:11][CH3:12])[c:6]([N+:8](=[O:9])[O-:10])[cH:7]1.[Na+:31].[O-:27][C:28]([OH:29])=[O:30]>>[F:1][c:2]1[c:3]([N:24]2[CH2:23][CH2:22][CH:21]([N:18]3[CH2:17][CH2:16][N:15]([CH3:14])[CH2:20][CH2:19]3)[CH2:26][CH2:25]2)[cH:4][c:5]([O:11][CH3:12])[c:6]([N+:8](=[O:9])[O-:10])[cH:7]1. Starting materials: Cl.Cl.NC1=CC(=C(C(=O)NCC2CCNCC2)C=C1Cl)OC (4-Amino-5-chloro-2-methoxy-N-(piperidin-4-ylmethyl)benzamide dihydrochloride), COC=1C=C(OCCCCBr)C=CC1OC (4-(3,4-dimethoxyphenoxy)butyl bromide). Product: NC1=CC(=C(C(=O)NCC2CCN(CC2)CCCCOC2=CC(=C(C=C2)OC)OC)C=C1Cl)OC (4-amino-5-chloro-N-((1-(4-(3,4-dimethoxyphenoxy)-butyl)piperidin-4-yl)methyl)-2-methoxybenzamide). RXN SMILES: Cl.Cl.[NH2:3][C:4]1[C:19]([Cl:20])=[CH:18][C:7]([C:8]([NH:10][CH2:11][CH:12]2[CH2:17][CH2:16][NH:15][CH2:14][CH2:13]2)=[O:9])=[C:6]([O:21][CH3:22])[CH:5]=1.[CH3:23][O:24][C:25]1[CH:26]=[C:27]([CH:34]=[CH:35][C:36]=1[O:37][CH3:38])[O:28][CH2:29][CH2:30][CH2:31][CH2:32]Br>>[NH2:3][C:4]1[C:19]([Cl:20])=[CH:18][C:7]([C:8]([NH:10][CH2:11][CH:12]2[CH2:13][CH2:14][N:15]([CH2:32][CH2:31][CH2:30][CH2:29][O:28][C:27]3[CH:34]=[CH:35][C:36]([O:37][CH3:38])=[C:25]([O:24][CH3:23])[CH:26]=3)[CH2:16][CH2:17]2)=[O:9])=[C:6]([O:21][CH3:22])[CH:5]=1 |f:0.1.2|. Procedure: 4-Amino-5-chloro-2-methoxy-N-(piperidin-4-ylmethyl)benzamide dihydrochloride as starting compound and 4-(3,4-dimethoxyphenoxy)butyl bromide are reacted and treated in the same manner as in Example 168 to give 4-amino-5-chloro-N-((1-(4-(3,4-dimethoxyphenoxy)-butyl)piperidin-4-yl)methyl)-2-methoxybenzamide. The reactants are C=CC=C (butadiene), C=CC=C (1,3-butadiene), polybutadiene dicarboxylic acid dimethyl ester, III, COC(C(C)(C)N=NC(C(=O)O)(C)C)=O (azo-bis-isobutyric acid methyl ester). Reaction conditions: temperature 80 celsius, time 15 hour. Yields the product C=CC=C (butadiene), COC(C(C(C(=O)OC)(C)C)(C)C)=O (tetramethyl succinic acid dimethyl ester). Reaction SMILES: [CH2:1]=[CH:2][CH:3]=[CH2:4].[CH3:5][O:6][C:7](=[O:19])[C:8](N=NC(C)(C)C(O)=O)([CH3:10])[CH3:9]>>[CH2:1]=[CH:2][CH:3]=[CH2:4].[CH3:5][O:6][C:7](=[O:19])[C:3]([CH3:2])([CH3:4])[C:8]([CH3:9])([CH3:10])[C:7]([O:6][CH3:5])=[O:19]. Procedure details: Preparation of the polybutadiene dicarboxylic acid dimethyl ester used in Examples 1 to 6 and in Comparison Examples II and III is carried out by the bulk polymerisation of butadiene, for which purpose 325 g of 1,3-butadiene are added under nitrogen to quantities of 55 g, 39 g, 21 g and 7 g of azo-bis-isobutyric acid methyl ester. The reaction mixture is stirred for 14 to 16 hours at 80° C., the polymerisation reaction taking place under the natural pressure of the system (around 12 bars). There... The reactants are O.ON1N=NC2=C1C=CC=C2 (1-hydroxybenzotriazole hydrate), C=1C=CC2=C(C1)N=NN2O (HOBT), NC1=NC(=NS1)OC (5-amino-3-methoxy-[1,2,4]thiadiazole), C(=O)(OCC1=CC=CC=C1)N[C@@H](CC1=CC=CC=C1)C(=O)N[C@@H](C)C(=O)O (N-carbobenzyloxy-L-phenylalanyl-L-alanine), N([C@@H](CC1=CC=CC=C1)C(=O)N[C@@H](C)C(=O)O)C(=O)OCC1=CC=CC=C1 (N-Cbz-Phe-Ala-OH), C1(CCCCC1)N=C=NC1CCCCC1 (1,3-dicyclohexylcarbodiimide), C1CCC(CC1)N=C=NC2CCCCC2 (DCC). Run in CN(C)C=O (DMF). Reaction conditions: time 30 minute. The product is COC1=NSC(=N1)NC([C@@H](NC([C@@H](NC(=O)OCC1=CC=CC=C1)CC1=CC=CC=C1)=O)C)=O (3-methoxy-5-(N-carbobenzyloxy-L-phenylalanyl-L-alaninamido)-[1,2,4]thiadiazole). As a reaction SMILES: [NH2:1][C:2]1[S:6][N:5]=[C:4]([O:7][CH3:8])[N:3]=1.[C:9]([NH:19][C@H:20]([C:28]([NH:30][C@H:31]([C:33](O)=[O:34])[CH3:32])=[O:29])[CH2:21][C:22]1[CH:27]=[CH:26][CH:25]=[CH:24][CH:23]=1)([O:11][CH2:12][C:13]1[CH:18]=[CH:17][CH:16]=[CH:15][CH:14]=1)=[O:10].C1(N=C=NC2CCCCC2)CCCCC1.O.ON1C2C=CC=CC=2N=N1.C1C=CC2N(O)N=NC=2C=1>CN(C=O)C>[CH3:8][O:7][C:4]1[N:3]=[C:2]([NH:1][C:33](=[O:34])[C@H:31]([CH3:32])[NH:30][C:28](=[O:29])[C@H:20]([CH2:21][C:22]2[CH:27]=[CH:26][CH:25]=[CH:24][CH:23]=2)[NH:19][C:9]([O:11][CH2:12][C:13]2[CH:14]=[CH:15][CH:16]=[CH:17][CH:18]=2)=[O:10])[S:6][N:5]=1 |f:3.4|. Procedure: To a solution of 5-amino-3-methoxy-[1,2,4]thiadiazole (0.37 g, 2.8 mmol) and N-carbobenzyloxy-L-phenylalanyl-L-alanine, N-Cbz-Phe-Ala-OH, (1.0 g, 2.7 mmol) in DMF (25 mL) was added 1,3-dicyclohexylcarbodiimide, DCC, (0.56 g, 2.7 mmol). After stirring for 30 min, 1-hydroxybenzotriazole hydrate, HOBT, (0.36 g, 2.7 mmol) was added and the resulting mixture was stirred at room temperature for 20 h. Volatile materials were removed in vacuo and the residue was purified by column chromatography on sili...